This data is from the Open Reaction Database (ORD), a public repository of structured organic reaction records. The task is: describe an organic reaction: reactants, conditions, products, and yield Procedure: The title compound was prepared by substituting 2,2-diphenylacetic acid for 1-phenylcyclopentanecarboxylic acid and (3aS*,4R*,6aR*)-2-(3-(trifluoromethyl)benzyl)octahydrocyclopenta[c]pyrrol-4-amine from Example 122 Step E for (3aS*,6aR*)-2-benzyloctahydrocyclopenta[c]pyrrol-4-amine in the procedure described for Example 2: 1H NMR (500 MHz, pyridine-d5) δ ppm 8.94 (d, J=6.8, 1H), 7.74 (s, 2H), 7.64 (d, J=7.8, 4H), 7.47-7.40 (m, 1H), 7.38-7.29 (m, 5H), 7.28-7.23 (m, 3H), 4.45-4.37 (m, 1H), 3.57 (d... Yields the product C1(=CC=CC=C1)C(C(=O)N[C@@H]1CC[C@H]2CN(C[C@H]21)CC2=CC(=CC=C2)C(F)(F)F)C2=CC=CC=C2 (2,2-diphenyl-N-{(3aS*,4R*,6aR*)-2-[3-(trifluoromethyl)benzyl]octahydrocyclopenta[c]pyrrol-4-yl}acetamide). The reactants are C1(=CC=CC=C1)C1(CCCC1)C(=O)O (1-phenylcyclopentanecarboxylic acid), CC(C(C(=O)N[C@H]1CC[C@H]2CN(C[C@H]21)CC2=CC(=CC=C2)C(F)(F)F)C2=CC=CC=C2)C (3-methyl-2-phenyl-N-{(3aS*,4S*,6aR*)-2-[3-(trifluoromethyl)benzyl]octahydrocyclopenta[c]pyrrol-4-yl}butanamide), C(C1=CC=CC=C1)N1C[C@H]2[C@@H](C1)C(CC2)N ((3aS*,6aR*)-2-benzyloctahydrocyclopenta[c]pyrrol-4-amine). As a reaction SMILES: [C:1]1(C2(C(O)=O)CCCC2)[CH:6]=CC=C[CH:2]=1.[CH3:15][CH:16]([CH3:46])[CH:17]([C:40]1[CH:45]=[CH:44][CH:43]=[CH:42][CH:41]=1)[C:18]([NH:20][C@@H:21]1[C@H:28]2[C@H:24]([CH2:25][N:26]([CH2:29][C:30]3[CH:35]=[CH:34][CH:33]=[C:32]([C:36]([F:39])([F:38])[F:37])[CH:31]=3)[CH2:27]2)[CH2:23][CH2:22]1)=[O:19].C(N1C[C@H]2C(N)CC[C@H]2C1)C1C=CC=CC=1>>[C:40]1([CH:17]([C:16]2[CH:46]=[CH:6][CH:1]=[CH:2][CH:15]=2)[C:18]([NH:20][C@H:21]2[C@H:28]3[C@H:24]([CH2:25][N:26]([CH2:29][C:30]4[CH:35]=[CH:34][CH:33]=[C:32]([C:36]([F:37])([F:38])[F:39])[CH:31]=4)[CH2:27]3)[CH2:23][CH2:22]2)=[O:19])[CH:45]=[CH:44][CH:43]=[CH:42][CH:41]=1.